Dataset: the Open Reaction Database (ORD), a public repository of structured organic reaction records. Task: describe an organic reaction: reactants, conditions, products, and yield The solvent is ClCCl (dichloromethane), CN(C=O)C (N,N-dimethylformamide). Reported procedure: To a solution of 2-(2-oxo-3-phenylpiperidin-1-yl)acetic acid (0.100 g, 0.429 mmol; Example 91D) in dichloromethane (0.5 mL) was added oxalyl chloride (2.0 Min dichloromethane) (0.322 mL, 0.643 mmol) and a catalytic amount of N,N-dimethylformamide. After stirring for 30 minutes at 0° C., a reddish solution resulted. The reaction was concentrated, the residue was dissolved in dichloromethane (1 mL) and 5-chloropyridin-2-amine (0.047 g, 0.364 mmol) was added followed by N-methylmorpholine (0.071 mL... Reaction conditions: temperature 0 celsius, time 30 minute. Reaction SMILES: [O:1]=[C:2]1[CH:7]([C:8]2[CH:13]=[CH:12][CH:11]=[CH:10][CH:9]=2)[CH2:6][CH2:5][CH2:4][N:3]1[CH2:14][C:15]([OH:17])=O.C(Cl)(=O)C(Cl)=O.[Cl:24][C:25]1[CH:26]=[CH:27][C:28]([NH2:31])=[N:29][CH:30]=1.CN1CCOCC1>ClCCl.CN(C)C=O>[Cl:24][C:25]1[CH:26]=[CH:27][C:28]([NH:31][C:15](=[O:17])[CH2:14][N:3]2[CH2:4][CH2:5][CH2:6][CH:7]([C:8]3[CH:9]=[CH:10][CH:11]=[CH:12][CH:13]=3)[C:2]2=[O:1])=[N:29][CH:30]=1. Product: ClC=1C=CC(=NC1)NC(CN1C(C(CCC1)C1=CC=CC=C1)=O)=O (N-(5-chloropyridin-2-yl)-2-(2-oxo-3-phenylpiperidin-1-yl)acetamide). The reactants are O=C1N(CCCC1C1=CC=CC=C1)CC(=O)O (2-(2-oxo-3-phenylpiperidin-1-yl)acetic acid), C(C(=O)Cl)(=O)Cl (oxalyl chloride), CN1CCOCC1 (N-methylmorpholine), ClC=1C=CC(=NC1)N (5-chloropyridin-2-amine). Starting materials: BrB(Br)Br, COc1ccc2c(Cl)nccc2c1Br, ClCCl, N. Product: Oc1ccc2c(Cl)nccc2c1Br. Reaction SMILES: [B:1]([Br:2])([Br:3])[Br:4].[Br:5][c:6]1[c:7]2[cH:8][cH:9][n:10][c:11]([Cl:18])[c:12]2[cH:13][cH:14][c:15]1[O:16][CH3:17].[Cl:20][CH2:21][Cl:22].[NH3:19]>>[Br:5][c:6]1[c:7]2[cH:8][cH:9][n:10][c:11]([Cl:18])[c:12]2[cH:13][cH:14][c:15]1[OH:16]. Starting materials: Cl.Cl.N1=C(C=CC=C1)CSC(N)=N (2-(pyrid-2-ylmethyl)-isothiourea dihydrochloride), [OH-].[Na+] (sodium hydroxide), BrCCCCl (1-bromo-3-chloropropane), [OH-].[Na+] (sodium hydroxide). Solvent: O (water), O (water), O (water). Conditions: temperature 70 celsius, time 5 minute. Yields the product ClCCCSCC1=NC=CC=C1 (Pyrid-2-ylmethyl 3-chloropropyl sulphide). The yield is 86.7%. Reaction SMILES: [OH-].[Na+].Cl.Cl.[N:5]1[CH:10]=[CH:9][CH:8]=[CH:7][C:6]=1[CH2:11][S:12][C:13](=N)N.BrC[CH2:18][CH2:19][Cl:20]>O>[Cl:20][CH2:19][CH2:18][CH2:13][S:12][CH2:11][C:6]1[CH:7]=[CH:8][CH:9]=[CH:10][N:5]=1 |f:0.1,2.3.4|. Procedure: A solution of sodium hydroxide pellets (151 g) in distilled water (342 cc) is added, in the course of 5 minutes, at a temperature which does not exceed 10° C., to a solution, originally at 5° C., of 2-(pyrid-2-ylmethyl)-isothiourea dihydrochloride (453 g) in distilled water (840 cc). After heating the reaction mixture for 20 minutes at a temperature of about 70° C., and then cooling to 3° C., a solution of sodium hydroxide pellets (92.5 g) in distilled water (210 cc) is added dropwise in the cou... As a reaction SMILES: [CH3:28][C:29]#[N:30].[CH:1](=[CH2:2])[CH:3]1[NH:4][CH2:5][CH2:6][C:7](=[O:9])[CH2:8]1.[Cl:10][CH2:11][c:12]1[cH:13][c:14]([O:18][CH:19]([CH3:20])[CH3:21])[cH:15][cH:16][cH:17]1.[K+:22].[K+:23].[O-:24][C:25]([O-:26])=[O:27]>>[CH:1](=[CH2:2])[CH:3]1[N:4]([CH2:11][c:12]2[cH:13][c:14]([O:18][CH:19]([CH3:20])[CH3:21])[cH:15][cH:16][cH:17]2)[CH2:5][CH2:6][C:7](=[O:9])[CH2:8]1. Product: C=CC1CC(=O)CCN1Cc1cccc(OC(C)C)c1. Starting materials: CC#N, C=CC1CC(=O)CCN1, CC(C)Oc1cccc(CCl)c1, [K+], [K+], O=C([O-])[O-]. Starting materials: COC(=O)C1=NC=C(N=C1)C(Br)Br (5-dibromomethyl-pyrazine-2-carboxylic acid methyl ester), C(C)O (ethanol). The reagents and catalysts are [N+](=O)([O-])[O-].[Ag+] (silver nitrate). Run in C1CCOC1 (THF), O (H2O). Conditions: temperature 80 celsius. The product is COC(=O)C1=NC=C(N=C1)C=O (5-Formyl-pyrazine-2-carboxylic acid methyl ester). As a reaction SMILES: [CH3:1][O:2][C:3]([C:5]1[CH:10]=[N:9][C:8]([CH:11](Br)Br)=[CH:7][N:6]=1)=[O:4].C([OH:16])C>C1COCC1.O.[N+]([O-])([O-])=O.[Ag+]>[CH3:1][O:2][C:3]([C:5]1[CH:10]=[N:9][C:8]([CH:11]=[O:16])=[CH:7][N:6]=1)=[O:4] |f:4.5|. Procedure details: A solution of 5-dibromomethyl-pyrazine-2-carboxylic acid methyl ester (1.00 g, 3.23 mmol) in a mixture of ethanol (20 mL) and THF (10 mL) was heated to 80° C. A solution of silver nitrate (2.20 g, 12.9 mmol) in H2O (4 mL) was added. The reaction mixture was heated at 80° C. for 1.25 h and was filtered while hot. The filtrate was concentrated to yield the title compound (1.36 g). This material was carried to the next step without purification. Reactants: [H-].[Al+3].[Li+].[H-].[H-].[H-] (lithium aluminum hydride), C(C)(=O)NC=1C=C2CCC(OC2=CC1)C(=O)OCC (ethyl 6-acetamidochromane-2-carboxylate), [H-].[Al+3].[Li+].[H-].[H-].[H-] (lithium aluminum hydride). The solvent is CCOCC (ether), CCOCC (ether). Conditions: temperature 0 celsius. Yields the product C(C)(=O)NC=1C=C2CCC(OC2=CC1)CO (6-acetamido-2-hydroxymethylchromane). Isolated yield 95.2%. As a reaction SMILES: [C:1]([NH:4][C:5]1[CH:6]=[C:7]2[C:12](=[CH:13][CH:14]=1)[O:11][CH:10]([C:15](OCC)=[O:16])[CH2:9][CH2:8]2)(=[O:3])[CH3:2].[H-].[Al+3].[Li+].[H-].[H-].[H-]>CCOCC>[C:1]([NH:4][C:5]1[CH:6]=[C:7]2[C:12](=[CH:13][CH:14]=1)[O:11][CH:10]([CH2:15][OH:16])[CH2:9][CH2:8]2)(=[O:3])[CH3:2] |f:1.2.3.4.5.6|. Procedure: To a solution of 3.0 grams of ethyl 6-acetamidochromane-2-carboxylate (Example 12) dissolved in 20 mL of dry ether is added dropwise a solution of 1 mL of lithium aluminum hydride (70% in benzene) dissolved in about 2 mL of dry ether, and the solution is refluxed for about 1 h. An additional 1 mL of lithium aluminum hydride is added to the mixture, and the mixture refluxed for an additional 1-2 h. The reaction mixture is cooled to 0° C. and the excess hydride quenched by adding 10-12 mL of 1 N H... The reactants are CC(=O)N1CCC(C(=O)O)CC1, Cc1ccccc1C1CNCCC1N(C)C(=O)c1cc(C(F)(F)F)cc(C(F)(F)F)c1, Cl. Product: CC(=O)N1CCC(C(=O)N2CCC(N(C)C(=O)c3cc(C(F)(F)F)cc(C(F)(F)F)c3)C(c3ccccc3C)C2)CC1. RXN SMILES: [C:33]([CH3:34])(=[O:35])[N:36]1[CH2:37][CH2:38][CH:39]([C:42](=[O:43])[OH:44])[CH2:40][CH2:41]1.[CH3:2][N:3]([C:4]([c:5]1[cH:6][c:7]([C:15]([F:16])([F:17])[F:18])[cH:8][c:9]([C:11]([F:12])([F:13])[F:14])[cH:10]1)=[O:19])[CH:20]1[CH:21]([c:26]2[c:27]([CH3:32])[cH:28][cH:29][cH:30][cH:31]2)[CH2:22][NH:23][CH2:24][CH2:25]1.[ClH:1]>>[CH3:2][N:3]([C:4]([c:5]1[cH:6][c:7]([C:15]([F:16])([F:17])[F:18])[cH:8][c:9]([C:11]([F:12])([F:13])[F:14])[cH:10]1)=[O:19])[CH:20]1[CH:21]([c:26]2[c:27]([CH3:32])[cH:28][cH:29][cH:30][cH:31]2)[CH2:22][N:23]([C:42]([CH:39]2[CH2:38][CH2:37][N:36]([C:33]([CH3:34])=[O:35])[CH2:41][CH2:40]2)=[O:43])[CH2:24][CH2:25]1. Run in C1CCOC1 (THF). Product: CNS(=O)(=O)C=1C=CC(=C(C(=O)O)C1)OCC(F)(F)F (5-Methylsulfamoyl-2-(2,2,2-trifluoro-ethoxy)-benzoic acid). Run at temperature 50 celsius. Starting materials: COC(C1=C(C=CC(=C1)S(NC)(=O)=O)OCC(F)(F)F)=O (5-methylsulfamoyl-2-(2,2,2-trifluoro-ethoxy)-benzoic acid methyl ester), [OH-].[Na+] (NaOH). RXN SMILES: C[O:2][C:3](=[O:21])[C:4]1[CH:9]=[C:8]([S:10](=[O:14])(=[O:13])[NH:11][CH3:12])[CH:7]=[CH:6][C:5]=1[O:15][CH2:16][C:17]([F:20])([F:19])[F:18].[OH-].[Na+]>C1COCC1>[CH3:12][NH:11][S:10]([C:8]1[CH:7]=[CH:6][C:5]([O:15][CH2:16][C:17]([F:19])([F:18])[F:20])=[C:4]([CH:9]=1)[C:3]([OH:21])=[O:2])(=[O:13])=[O:14] |f:1.2|. Reported procedure: To 2.3 mmol 5-methylsulfamoyl-2-(2,2,2-trifluoro-ethoxy)-benzoic acid methyl ester in 10 ml THF was added 20 mmol 2 M aq NaOH, and the mixture was heated at 50° C. for 2 h. The mixture was then cooled to RT and extracted twice with ether. The aqueous phase was acidified with 10% aq citric acid and extracted 3 times with ethyl acetate. The combined organic phases were dried with Na2SO4. Evaporation in vacuo followed by trituration in ether afforded the title compound. MS (m/e): 312.0 ([M−H]−, 100... Reactants: [Al+3], [Cl-], [Cl-], [Cl-], Cl, O=C(O)C(CSc1ccccc1F)c1ccc(F)cc1, O=S(Cl)Cl. Yields the product O=C1c2cccc(F)c2SCC1c1ccc(F)cc1. RXN SMILES: [Al+3:24].[Cl-:21].[Cl-:22].[Cl-:23].[ClH:25].[F:1][c:2]1[cH:3][cH:4][c:5]([CH:8]([C:9](=[O:10])[OH:11])[CH2:12][S:13][c:14]2[c:15]([F:20])[cH:16][cH:17][cH:18][cH:19]2)[cH:6][cH:7]1.[S:26]([Cl:27])([Cl:28])=[O:29]>>[F:1][c:2]1[cH:3][cH:4][c:5]([CH:8]2[C:9](=[O:11])[c:19]3[c:14]([c:15]([F:20])[cH:16][cH:17][cH:18]3)[S:13][CH2:12]2)[cH:6][cH:7]1. Reactants: OC1=C(C(NC2=CC=CC=C12)=O)C(=O)O (1,2-dihydro-4-hydroxy-2-oxo-quinoline-3-carboxylic acid), CNC1=CC=CC=C1 (N-metylaniline), Cl (hydrochloric acid). Run in C1(=CC=CC=C1)C (toluene). Run at time 4 hour. Yields the product CN(C(=O)C=1C(NC2=CC=CC=C2C1O)=O)C1=CC=CC=C1 (N-methyl-N-phenyl-1,2-dihydro-4-hydroxy-2-oxo-quinoline-3-carboxamide). RXN SMILES: [OH:1][C:2]1[C:11]2[C:6](=[CH:7][CH:8]=[CH:9][CH:10]=2)[NH:5][C:4](=[O:12])[C:3]=1[C:13]([OH:15])=O.[CH3:16][NH:17][C:18]1[CH:23]=[CH:22][CH:21]=[CH:20][CH:19]=1.Cl>C1(C)C=CC=CC=1>[CH3:16][N:17]([C:18]1[CH:23]=[CH:22][CH:21]=[CH:20][CH:19]=1)[C:13]([C:3]1[C:4](=[O:12])[NH:5][C:6]2[C:11]([C:2]=1[OH:1])=[CH:10][CH:9]=[CH:8][CH:7]=2)=[O:15]. Procedure: N,N-dicyklohexylcarbodiimide (2.2 parts) is added to a mixture consisting of 1,2-dihydro-4-hydroxy-2-oxo-quinoline-3-carboxylic acid (2.0 parts), N-metylaniline (1.1 parts) and dry toluene (25 parts) while stirring. The stirring is continued at 110° C. for 4 hrs. The reaction mixture is cooled to room temperature and the precipitate formed is filtered off. The precipitate is dissolved at pH 8.2 in 2M sodium hydroxide solution and clarified by filtration to remove the N,N-dicyklohexylurea formed....